This data is from the Open Reaction Database (ORD), a public repository of structured organic reaction records. The task is: describe an organic reaction: reactants, conditions, products, and yield The reactants are C=CC(=O)OCC, COCN(Cc1ccccc1)C[Si](C)(C)C, ClCCl, O=C(O)C(F)(F)F. The product is CCOC(=O)C1CCN(Cc2ccccc2)C1. Reaction SMILES: [C:1]([CH:2]=[CH2:3])(=[O:4])[O:5][CH2:6][CH3:7].[CH2:8]([c:9]1[cH:10][cH:11][cH:12][cH:13][cH:14]1)[N:15]([CH2:16][Si:19]([CH3:20])([CH3:22])[CH3:23])[CH2:21][O:17][CH3:18].[Cl:31][CH2:32][Cl:33].[OH:24][C:25]([C:26]([F:27])([F:28])[F:29])=[O:30]>>[C:1]([CH:2]1[CH2:3][CH2:16][N:15]([CH2:8][c:9]2[cH:10][cH:11][cH:12][cH:13][cH:14]2)[CH2:21]1)(=[O:4])[O:5][CH2:6][CH3:7]. Reactants: CC(C)c1ccccc1Oc1ccc(C=O)cc1, O=C1CSC(=S)N1. Product: CC(C)c1ccccc1Oc1ccc(C=C2SC(=S)NC2=O)cc1. Reaction SMILES: [CH:8]([CH3:9])([CH3:10])[c:11]1[c:12]([O:13][c:14]2[cH:15][cH:16][c:17]([CH:18]=[O:19])[cH:20][cH:21]2)[cH:22][cH:23][cH:24][cH:25]1.[S:1]1[C:2](=[S:3])[NH:4][C:5](=[O:6])[CH2:7]1>>[S:1]1[C:2](=[S:3])[NH:4][C:5](=[O:6])[C:7]1=[CH:18][c:17]1[cH:16][cH:15][c:14]([O:13][c:12]2[c:11]([CH:8]([CH3:9])[CH3:10])[cH:25][cH:24][cH:23][cH:22]2)[cH:21][cH:20]1. The reactants are CCN(c1cc(Br)cc(C(=O)NCc2c(CO)cc(C)[nH]c2=O)c1C)C1CCOCC1, O=C([O-])[O-], CC1(C)OB(c2ccc(CN3CCOCC3)cc2)OC1(C)C, [Na+], [Na+], C1COCCO1, O. The product is CCN(c1cc(-c2ccc(CN3CCOCC3)cc2)cc(C(=O)NCc2c(CO)cc(C)[nH]c2=O)c1C)C1CCOCC1. As a reaction SMILES: [Br:1][c:2]1[cH:3][c:4]([N:23]([CH:24]2[CH2:25][CH2:26][O:27][CH2:28][CH2:29]2)[CH2:30][CH3:31])[c:5]([CH3:22])[c:6]([C:7](=[O:8])[NH:9][CH2:10][c:11]2[c:12](=[O:20])[nH:13][c:14]([CH3:19])[cH:15][c:16]2[CH2:17][OH:18])[cH:21]1.[C:54](=[O:55])([O-:56])[O-:57].[CH3:32][C:33]1([CH3:34])[C:35]([CH3:36])([CH3:37])[O:38][B:39]([c:40]2[cH:41][cH:42][c:43]([CH2:44][N:45]3[CH2:46][CH2:47][O:48][CH2:49][CH2:50]3)[cH:51][cH:52]2)[O:53]1.[Na+:58].[Na+:59].[O:60]1[CH2:61][CH2:62][O:63][CH2:64][CH2:65]1.[OH2:66]>>[c:2]1(-[c:40]2[cH:41][cH:42][c:43]([CH2:44][N:45]3[CH2:46][CH2:47][O:48][CH2:49][CH2:50]3)[cH:51][cH:52]2)[cH:3][c:4]([N:23]([CH:24]2[CH2:25][CH2:26][O:27][CH2:28][CH2:29]2)[CH2:30][CH3:31])[c:5]([CH3:22])[c:6]([C:7](=[O:8])[NH:9][CH2:10][c:11]2[c:12](=[O:20])[nH:13][c:14]([CH3:19])[cH:15][c:16]2[CH2:17][OH:18])[cH:21]1. Starting materials: COC=1C(C(CC1C)C)=O (2-methoxy-3,5-dimethyl-2-cyclopenten-1-one), Cl (hydrochloric acid). Product: OC=1C(C(CC1C)C)=O (2-hydroxy-3,5-dimethyl-2-cyclopenten-1-one). The yield is 54.2%. RXN SMILES: C[O:2][C:3]1[C:4](=[O:10])[CH:5]([CH3:9])[CH2:6][C:7]=1[CH3:8].Cl>>[OH:10][C:4]1[C:3](=[O:2])[CH:7]([CH3:8])[CH2:6][C:5]=1[CH3:9]. Procedure: 2.15 g (15.36 mmol) of crude 2-methoxy-3,5-dimethyl-2-cyclopenten-1-one are held at reflux temperature for 2 hours with 21.50 g (=10 fold amount by weight) of 5N hydrochloric acid. The reaction mixture is extracted 3 times with 50 ml of CH2Cl2 each time. The combined organic phases are dried over magnesium sulphate and concentrated on a rotary evaporator. After recrystallization from ether/hexane 1:1 there are obtained 1.05 g (54.2%) 2-hydroxy-3,5-dimethyl-2-cyclopenten-1-one; m.p. 92°-93° C. Reactants: OC1=NC2=C(C3=CC=C(C=C13)OC)OC1=C2C=C(C=C1)Cl (5-hydroxyl-3-methoxy-8-chloro-benzofuro[3,2-c]isoquinoline), ClC1=CC=C2C3=C(N=C(C2=C1)O)C1=C(O3)C=CC=C1 (3-chloro-benzofuro[3,2-c]isoquinoline-5-ol). Yields the product COC1=CC=C2C3=C(N=C(C2=C1)Cl)C1=C(O3)C=CC(=C1)Cl (3-methoxy-5,8-dichloro-benzofuro[3,2-c]isoquinoline). Reaction SMILES: O[C:2]1[C:11]2[C:6](=[CH:7][CH:8]=[C:9]([O:12][CH3:13])[CH:10]=2)[C:5]2[O:14][C:15]3[CH:20]=[CH:19][C:18]([Cl:21])=[CH:17][C:16]=3[C:4]=2[N:3]=1.[Cl:22]C1C=C2C(C3OC4C=CC=CC=4C=3N=C2O)=CC=1>>[CH3:13][O:12][C:9]1[CH:10]=[C:11]2[C:6]([C:5]3[O:14][C:15]4[CH:20]=[CH:19][C:18]([Cl:21])=[CH:17][C:16]=4[C:4]=3[N:3]=[C:2]2[Cl:22])=[CH:7][CH:8]=1. Procedure details: The procedure was similar to step S19C, while the starting material was 28B in stead of 19B.